From a dataset of the Open Reaction Database (ORD), a public repository of structured organic reaction records. describe an organic reaction: reactants, conditions, products, and yield Starting materials: ClC1=CC=C(C=N1)[C@H](CNCCOC1=CC=C(C=C1)C=1N=C(OC1)CC(=O)N1CCCC1)O ((R)-2-[4-(4-{2-[2-(6-chloro-pyridin-3-yl)-2-hydroxy-ethylamino]-ethoxy}-phenyl)-oxazol-2-yl]-1-pyrrolidin-1-yl-ethanone), C(=O)[O-].[NH4+] (ammonium formate). The reagents and catalysts are [Pd] (Pd/C). The solvent is CO (methanol), C(C)OCC (diethylether). Conditions: time 8 hour. Yields the product O[C@@H](CNCCOC1=CC=C(C=C1)C=1N=C(OC1)CC(=O)N1CCCC1)C=1C=NC=CC1 (2-(4-{4-[2-(2(R)-Hydroxy-2-pyridin-3-yl-ethylamino)-ethoxy]-phenyl}-oxazol-2-yl)-1-pyrrolidin-1-yl-ethanone). The yield is 60.0%. As a reaction SMILES: Cl[C:2]1[N:7]=[CH:6][C:5]([C@@H:8]([OH:33])[CH2:9][NH:10][CH2:11][CH2:12][O:13][C:14]2[CH:19]=[CH:18][C:17]([C:20]3[N:21]=[C:22]([CH2:25][C:26]([N:28]4[CH2:32][CH2:31][CH2:30][CH2:29]4)=[O:27])[O:23][CH:24]=3)=[CH:16][CH:15]=2)=[CH:4][CH:3]=1.C([O-])=O.[NH4+]>CO.C(OCC)C.[Pd]>[OH:33][C@H:8]([C:5]1[CH:6]=[N:7][CH:2]=[CH:3][CH:4]=1)[CH2:9][NH:10][CH2:11][CH2:12][O:13][C:14]1[CH:15]=[CH:16][C:17]([C:20]2[N:21]=[C:22]([CH2:25][C:26]([N:28]3[CH2:32][CH2:31][CH2:30][CH2:29]3)=[O:27])[O:23][CH:24]=2)=[CH:18][CH:19]=1 |f:1.2|. Reported procedure: In a nitrogen-purged, round-bottomed flask, (R)-2-[4-(4-{2-[2-(6-chloro-pyridin-3-yl)-2-hydroxy-ethylamino]-ethoxy}-phenyl)-oxazol-2-yl]-1-pyrrolidin-1-yl-ethanone 1-1A (200 mg, 0.42 mmol) was dissolved in methanol (15 ml). 10% Pd/C (160 mg, 80 wt %), and ammonium formate (321 mg, 5.1 mmol) were then added sequentially. The reaction mixture was stirred overnight, and was then filtered through a pad of diatomaceous earth, and the filter cake rinsed with ethyl acetate. The filtrate was concentrate...